Task: describe an organic reaction: reactants, conditions, products, and yield. Dataset: the Open Reaction Database (ORD), a public repository of structured organic reaction records The reactants are CCCCCC, COc1ccc(CNc2c(C(=O)O)cnc3ccc(C#N)cc23)cc1Cl, c1ccc(Oc2ccccc2)cc1. Product: COc1ccc(CNc2ccnc3ccc(C#N)cc23)cc1Cl. RXN SMILES: [CH3:40][CH2:41][CH2:42][CH2:43][CH2:44][CH3:45].[Cl:1][c:2]1[cH:3][c:4]([CH2:10][NH:11][c:12]2[c:13]([C:24]([OH:25])=[O:26])[cH:14][n:15][c:16]3[cH:17][cH:18][c:19]([C:22]#[N:23])[cH:20][c:21]23)[cH:5][cH:6][c:7]1[O:8][CH3:9].[O:27]([c:28]1[cH:29][cH:30][cH:31][cH:32][cH:33]1)[c:34]1[cH:35][cH:36][cH:37][cH:38][cH:39]1>>[Cl:1][c:2]1[cH:3][c:4]([CH2:10][NH:11][c:12]2[cH:13][cH:14][n:15][c:16]3[cH:17][cH:18][c:19]([C:22]#[N:23])[cH:20][c:21]23)[cH:5][cH:6][c:7]1[O:8][CH3:9]. Starting materials: C(C)OC1=C(C(=CC(=C1OC)OCC)C)O (2,4-diethoxy-3-methoxy-6-methylphenol), BrBr (bromine), Ice water. Run in C(Cl)(Cl)Cl (chloroform). Yields the product BrC=1C(=C(C(=C(C1C)O)OCC)OC)OCC (5-Bromo-2,4-diethoxy-3-methoxy-6-methylphenol). Reaction SMILES: [CH2:1]([O:3][C:4]1[C:9]([O:10][CH3:11])=[C:8]([O:12][CH2:13][CH3:14])[CH:7]=[C:6]([CH3:15])[C:5]=1[OH:16])[CH3:2].[Br:17]Br>C(Cl)(Cl)Cl>[Br:17][C:7]1[C:8]([O:12][CH2:13][CH3:14])=[C:9]([O:10][CH3:11])[C:4]([O:3][CH2:1][CH3:2])=[C:5]([OH:16])[C:6]=1[CH3:15]. Procedure: 40 g of 2,4-diethoxy-3-methoxy-6-methylphenol prepared in Referential Example 6 was dissovled in 200 ml of chloroform, and 10 ml of bromine was added thereto and cooled by ice while stirring. Ice water was added to the reaction mixture, and the mixture was subjected to liquid-liquid separation. The organic phase was washed with saturated saline and dried over anhydrous magnesium sulfate, and the solvent was distilled off to prepare 54 g of the product compound as a light yellow oleaginous substa...